This data is from the Open Reaction Database (ORD), a public repository of structured organic reaction records. The task is: describe an organic reaction: reactants, conditions, products, and yield Starting materials: CO, [K+], C1COCCO1, [OH-], O, COCCCN1CCOc2ccc(COC3CN(C(=O)OCc4ccccc4)CCC3c3ccc(OC4CN(c5nc6ccccc6s5)C4)cc3)cc21. Reaction SMILES: [CH3:54][OH:55].[K+:57].[O:58]1[CH2:59][CH2:60][O:61][CH2:62][CH2:63]1.[OH-:56].[OH2:64].[s:1]1[c:2]([N:10]2[CH2:11][CH:12]([O:14][c:15]3[cH:16][cH:17][c:18]([CH:21]4[CH:22]([O:37][CH2:38][c:39]5[cH:40][cH:41][c:42]6[c:43]([cH:53]5)[N:44]([CH2:48][CH2:49][CH2:50][O:51][CH3:52])[CH2:45][CH2:46][O:47]6)[CH2:23][N:24]([C:27]([O:28][CH2:29][c:30]5[cH:31][cH:32][cH:33][cH:34][cH:35]5)=[O:36])[CH2:25][CH2:26]4)[cH:19][cH:20]3)[CH2:13]2)[n:3][c:4]2[c:5]1[cH:6][cH:7][cH:8][cH:9]2>>[s:1]1[c:2]([N:10]2[CH2:11][CH:12]([O:14][c:15]3[cH:16][cH:17][c:18]([CH:21]4[CH:22]([O:37][CH2:38][c:39]5[cH:40][cH:41][c:42]6[c:43]([cH:53]5)[N:44]([CH2:48][CH2:49][CH2:50][O:51][CH3:52])[CH2:45][CH2:46][O:47]6)[CH2:23][NH:24][CH2:25][CH2:26]4)[cH:19][cH:20]3)[CH2:13]2)[n:3][c:4]2[c:5]1[cH:6][cH:7][cH:8][cH:9]2. Product: COCCCN1CCOc2ccc(COC3CNCCC3c3ccc(OC4CN(c5nc6ccccc6s5)C4)cc3)cc21. Reactants: BrC=1C(=NC=CN1)N (Bromopyrazin-2-amine), O (Water), CS(=O)(=O)C1=CC=C(C=C1)B(O)O ((4-methylsulfonylphenyl)boronic acid), [O-]P(=O)([O-])[O-].[K+].[K+].[K+] (K3PO4). Reagents/catalysts: CC(C)([P](C(C)(C)C)([Pd][P](C(C)(C)C)(C(C)(C)C)C(C)(C)C)C(C)(C)C)C (Pd[P(tBu)3]2). Solvent: CC#N (MeCN). Run at temperature 60 celsius. Product: CS(=O)(=O)C1=CC=C(C=C1)C=1N=CC(=NC1)N (5-(4-Methylsulfonylphenyl)pyrazin-2-amine). The yield is 88.0%. RXN SMILES: Br[C:2]1[C:3]([NH2:8])=[N:4][CH:5]=[CH:6][N:7]=1.[CH3:9][S:10]([C:13]1[CH:18]=[CH:17][C:16](B(O)O)=[CH:15][CH:14]=1)(=[O:12])=[O:11].[O-]P([O-])([O-])=O.[K+].[K+].[K+].O>CC#N.CC(C)([P](C(C)(C)C)([Pd][P](C(C)(C)C)(C(C)(C)C)C(C)(C)C)C(C)(C)C)C>[CH3:9][S:10]([C:13]1[CH:18]=[CH:17][C:16]([C:6]2[N:7]=[CH:2][C:3]([NH2:8])=[N:4][CH:5]=2)=[CH:15][CH:14]=1)(=[O:12])=[O:11] |f:2.3.4.5,^1:36,42|. Procedure details: Bromopyrazin-2-amine (2.0 g, 11.49 mmol), (4-methylsulfonylphenyl)boronic acid (2.758 g, 13.79 mmol) and K3PO4 (4.878 g, 22.98 mmol) were combined in MeCN (40 mL)/Water (10 mL) and Pd[P(tBu)3]2 (216 mg, 0.4227 mmol) was added. The reaction was heated at 60° C. for 1 hour. The reaction mixture was cooled to ambient temperature and concentrated in vacuo. The residue was triturated with water, then Et2O then dried in vacuo to give the sub-title compound as a beige solid which was used without furth...